Dataset: the Open Reaction Database (ORD), a public repository of structured organic reaction records. Task: describe an organic reaction: reactants, conditions, products, and yield Reactants: CCCCCC (hexane), FC=1C(=C(C(=O)O)C=C(C1F)[N+](=O)[O-])NC1=C(C=C(C=C1)I)F (3,4-difluoro-2-(2-fluoro-4-iodo-phenylamino)-5-nitro-benzoic acid), C([O-])(O)=O.[Na+] (sodium bicarbonate), COS(=O)(=O)OC (dimethylsulfate). The solvent is CCOC(=O)C (EtOAc), CC(=O)C (acetone). Conditions: time 10 minute. The product is COC(C1=C(C(=C(C(=C1)[N+](=O)[O-])F)F)NC1=C(C=C(C=C1)I)F)=O (3,4-difluoro-2-(2-fluoro-4-iodo-phenylamino)-5-nitro-benzoic acid methyl ester). RXN SMILES: [F:1][C:2]1[C:3]([NH:15][C:16]2[CH:21]=[CH:20][C:19]([I:22])=[CH:18][C:17]=2[F:23])=[C:4]([CH:8]=[C:9]([N+:12]([O-:14])=[O:13])[C:10]=1[F:11])[C:5]([OH:7])=[O:6].[C:24](=O)(O)[O-].[Na+].COS(OC)(=O)=O.CCCCCC>CC(C)=O.CCOC(C)=O>[CH3:24][O:6][C:5](=[O:7])[C:4]1[CH:8]=[C:9]([N+:12]([O-:14])=[O:13])[C:10]([F:11])=[C:2]([F:1])[C:3]=1[NH:15][C:16]1[CH:21]=[CH:20][C:19]([I:22])=[CH:18][C:17]=1[F:23] |f:1.2|. Reported procedure: To a solution of 3,4-difluoro-2-(2-fluoro-4-iodo-phenylamino)-5-nitro-benzoic acid (595.3 g, 1.363 mol) in acetone (9 L) was added sodium bicarbonate (609.0 g, 3.48 mol) and the mixture was stirred for 10 min. To this suspension was added dimethylsulfate (285.6 ml, 3.026 mol) and refluxed for 3 h (completion of reaction was confirmed by TLC-hexane: EtOAc/4:1), cooled to room temperature and evaporated under vacuum. The residue (yellow) was further digested in hot methanol (2 L), filtered, washed...